Dataset: the Open Reaction Database (ORD), a public repository of structured organic reaction records. Task: describe an organic reaction: reactants, conditions, products, and yield The reactants are CC=1C=C(C=C2C=NNC12)C[C@H](C(=O)OC)NC(=O)N1CCC(CC1)C=1C(NC2=CC=CC=C2C1)=O ((R)-methyl 3-(7-methyl-1H-indazol-5-yl)-2-(4-(2-oxo-1,2-dihydroquinolin-3-yl)piperidine-1-carboxamido)propanoate), [OH-].[Li+] (lithium hydroxide). Solvent: C1CCOC1 (THF), O (water). Reaction conditions: time 1 hour. Yields the product CC=1C=C(C=C2C=NNC12)C[C@H](C(=O)O)NC(=O)N1CCC(CC1)C=1C(NC2=CC=CC=C2C1)=O ((R)-3-(7-methyl-1H-indazol-5-yl)-2-(4-(2-oxo-1,2-dihydroquinolin-3-yl)piperidine-1-carboxamido)propanoic acid). Isolated yield 95.0%. As a reaction SMILES: [CH3:1][C:2]1[CH:3]=[C:4]([CH2:11][C@@H:12]([NH:17][C:18]([N:20]2[CH2:25][CH2:24][CH:23]([C:26]3[C:27](=[O:36])[NH:28][C:29]4[C:34]([CH:35]=3)=[CH:33][CH:32]=[CH:31][CH:30]=4)[CH2:22][CH2:21]2)=[O:19])[C:13]([O:15]C)=[O:14])[CH:5]=[C:6]2[C:10]=1[NH:9][N:8]=[CH:7]2.[OH-].[Li+]>C1COCC1.O>[CH3:1][C:2]1[CH:3]=[C:4]([CH2:11][C@@H:12]([NH:17][C:18]([N:20]2[CH2:21][CH2:22][CH:23]([C:26]3[C:27](=[O:36])[NH:28][C:29]4[C:34]([CH:35]=3)=[CH:33][CH:32]=[CH:31][CH:30]=4)[CH2:24][CH2:25]2)=[O:19])[C:13]([OH:15])=[O:14])[CH:5]=[C:6]2[C:10]=1[NH:9][N:8]=[CH:7]2 |f:1.2|. Reported procedure: To a solution of (R)-methyl 3-(7-methyl-1H-indazol-5-yl)-2-(4-(2-oxo-1,2-dihydroquinolin-3-yl)piperidine-1-carboxamido)propanoate (2.44 g, 5 mmol) in THF (50 mL) was added a solution of lithium hydroxide (420 mg, 10 mmol) in water (15 mL) at room temperature. After 1 h, most of the THF was removed and neutralized with 1.0 M hydrogen chloride to give (R)-3-(7-methyl-1H-indazol-5-yl)-2-(4-(2-oxo-1,2-dihydroquinolin-3-yl)piperidine-1-carboxamido)propanoic acid as a white solid in 95% yield. 1H-NMR ... The reactants are (S)-1-[(RP)-2-[Bis(4-methoxy-3,5-dimethylphenyl)phosphino]ferrocenyl}ethyldi-tert-butylphosphine, ClC1=C(C(=NN1C)C1=NC=CC=C1)\C(=C/CC(=O)[O-])\C1=C(C=C(C=C1)Cl)C.CC(C)(C)[NH3+] (2-methylpropan-2-aminium (Z)-4-(5-chloro-1-methyl-3-(pyridin-2-yl)-1H-pyrazol-4-yl)-4-(4-chloro-2-methylphenyl)but-3-enoate). Reagents/catalysts: C1/C=C\CC/C=C\C1.C1/C=C\CC/C=C\C1.[Cl-].[Cl-].[Rh].[Rh] (Chloro(1,5-cyclooctadiene)rhodium(I) dimer). The solvent is stainless steel. Conditions: temperature 50 celsius, time 30 minute. Product: ClC1=C(C(=NN1C)C1=NC=CC=C1)C(CCC(=O)[O-])C1=C(C=C(C=C1)Cl)C.CC(C)(C)[NH3+] (2-methylpropan-2-aminium 4-(5-chloro-1-methyl-3-(pyridin-2-yl)-1H-pyrazol-4-yl)-4-(4-chloro-2-methylphenyl)butanoate). Yield: 99.8%. Reaction SMILES: [Cl:1][C:2]1[N:6]([CH3:7])[N:5]=[C:4]([C:8]2[CH:13]=[CH:12][CH:11]=[CH:10][N:9]=2)[C:3]=1/[C:14](/[C:20]1[CH:25]=[CH:24][C:23]([Cl:26])=[CH:22][C:21]=1[CH3:27])=[CH:15]\[CH2:16][C:17]([O-:19])=[O:18].[CH3:28][C:29]([NH3+:32])([CH3:31])[CH3:30]>C1CC=CCCC=C1.C1CC=CCCC=C1.[Cl-].[Cl-].[Rh].[Rh]>[Cl:1][C:2]1[N:6]([CH3:7])[N:5]=[C:4]([C:8]2[CH:13]=[CH:12][CH:11]=[CH:10][N:9]=2)[C:3]=1[CH:14]([C:20]1[CH:25]=[CH:24][C:23]([Cl:26])=[CH:22][C:21]=1[CH3:27])[CH2:15][CH2:16][C:17]([O-:19])=[O:18].[CH3:28][C:29]([NH3+:32])([CH3:31])[CH3:30] |f:0.1,2.3.4.5.6.7,8.9|. Procedure details: Chloro(1,5-cyclooctadiene)rhodium(I) dimer (0.068 g, 0.277 mmol), (S)-1-[(RP)-2-[Bis(4-methoxy-3,5-dimethylphenyl)phosphino]ferrocenyl}ethyldi-tert-butylphosphine (0.182 g, 0.277 mmol), and 2-methylpropan-2-aminium (Z)-4-(5-chloro-1-methyl-3-(pyridin-2-yl)-1H-pyrazol-4-yl)-4-(4-chloro-2-methylphenyl)but-3-enoate (13.17 g, 27.7 mmol) were combined in a 250 mL stainless steel pressure bottle. A stir bar was added, and the system was degassed with 20 psi argon, and then vented. Argon-degassed MeOH ... The reactants are CCOC(=O)C1Cc2ccccc2CN1, CCN=C=NCCCN(C)C, ClC(Cl)Cl, Cl, O=C(O)c1cccc(Oc2ccccc2)c1. Yields the product CCOC(=O)C1Cc2ccccc2CN1C(=O)c1cccc(Oc2ccccc2)c1. RXN SMILES: [CH2:1]([CH3:2])[O:3][C:4](=[O:5])[CH:6]1[NH:7][CH2:8][c:9]2[cH:10][cH:11][cH:12][cH:13][c:14]2[CH2:15]1.[CH3:33][N:34]([CH3:35])[CH2:36][CH2:37][CH2:38][N:39]=[C:40]=[N:41][CH2:42][CH3:43].[CH:44]([Cl:45])([Cl:46])[Cl:47].[ClH:32].[O:16]([c:17]1[cH:18][cH:19][cH:20][cH:21][cH:22]1)[c:23]1[cH:24][c:25]([C:26](=[O:27])[OH:28])[cH:29][cH:30][cH:31]1>>[CH2:1]([CH3:2])[O:3][C:4](=[O:5])[CH:6]1[N:7]([C:26]([c:25]2[cH:24][c:23]([O:16][c:17]3[cH:18][cH:19][cH:20][cH:21][cH:22]3)[cH:31][cH:30][cH:29]2)=[O:27])[CH2:8][c:9]2[cH:10][cH:11][cH:12][cH:13][c:14]2[CH2:15]1. Reactants: N[C@]12[C@@H]([C@H]3CC[C@@H]4[C@]5(CC=C(C([C@@H]5CC[C@]4([C@@]3(CC1)C)C)(C)C)C1=CC=C(C(=O)OC)C=C1)C)[C@@H](CC2)C(=C)C (methyl 4-((1R,3aS,5aR,5bR,7aR,11aS,11bR,13aR,13bR)-3a-amino-5a,5b,8,8,11a-pentamethyl-1-(prop-1-en-2-yl)-2,3,3a,4,5,5a,5b,6,7,7a,8,11,11a,11b,12,13,13a,13b-octadecahydro-1H-cyclopenta[a]chrysen-9-yl)benzoate), CN(CCC(=O)N[C@]12[C@@H]([C@H]3CC[C@@H]4[C@]5(CC=C(C([C@@H]5CC[C@]4([C@@]3(CC1)C)C)(C)C)C1=CC=C(C(=O)O)C=C1)C)[C@@H](CC2)C(=C)C)C (4-((1R,3aS,5aR,5bR,7aR,11aS,11bR,13aR,13bR)-3a-(3-(dimethylamino)propanamido)-5a,5b,8,8,11a-pentamethyl-1-(prop-1-en-2-yl)-2,3,3a,4,5,5a,5b,6,7,7a,8,11,11a,11b,12,13,13a,13b-octadecahydro-1H-cyclopenta[a]chrysen-9-yl)benzoic acid), N1=C(C=NC=C1)CC(=O)O (2-pyrazine acetic acid). Product: C[C@]12CC[C@@]3([C@@H]([C@H]2CC[C@@H]2[C@]4(CC=C(C([C@@H]4CC[C@@]12C)(C)C)C1=CC=C(C(=O)O)C=C1)C)[C@@H](CC3)C(=C)C)NC(CC3=NC=CN=C3)=O (4-((1R,3aS,5aR,5bR,7aR,11aS,11bR,13aR,13bR)-5a,5b,8,8,11a-pentamethyl-1-(prop-1-en-2-yl)-3a-(2-(pyrazin-2-yl)acetamido)-2,3,3a,4,5,5a,5b,6,7,7a,8,11,11a,11b,12,13,13a,13b-octadecahydro-1H-cyclopenta[a]chrysen-9-yl)benzoic acid). Yield: 14.0%. Reaction SMILES: [NH2:1][C@:2]12[CH2:37][CH2:36][C@@H:35]([C:38]([CH3:40])=[CH2:39])[C@@H:3]1[C@@H:4]1[C@@:17]([CH3:20])([CH2:18][CH2:19]2)[C@@:16]2([CH3:21])[C@@H:7]([C@:8]3([CH3:34])[C@@H:13]([CH2:14][CH2:15]2)[C:12]([CH3:23])([CH3:22])[C:11]([C:24]2[CH:33]=[CH:32][C:27]([C:28]([O:30]C)=[O:29])=[CH:26][CH:25]=2)=[CH:10][CH2:9]3)[CH2:6][CH2:5]1.CN(C)CCC(N[C@]12CC[C@@H](C(C)=C)[C@@H]1[C@@H]1[C@@](C)(CC2)[C@@]2(C)[C@@H]([C@]3(C)[C@@H](CC2)C(C)(C)C(C2C=CC(C(O)=O)=CC=2)=CC3)CC1)=O.[N:87]1[CH:92]=[CH:91][N:90]=[CH:89][C:88]=1[CH2:93][C:94](O)=[O:95]>>[CH3:20][C@:17]12[C@@:16]3([CH3:21])[C@@H:7]([C@:8]4([CH3:34])[C@@H:13]([CH2:14][CH2:15]3)[C:12]([CH3:23])([CH3:22])[C:11]([C:24]3[CH:33]=[CH:32][C:27]([C:28]([OH:30])=[O:29])=[CH:26][CH:25]=3)=[CH:10][CH2:9]4)[CH2:6][CH2:5][C@@H:4]1[C@H:3]1[C@H:35]([C:38]([CH3:40])=[CH2:39])[CH2:36][CH2:37][C@:2]1([NH:1][C:94](=[O:95])[CH2:93][C:88]1[CH:89]=[N:90][CH:91]=[CH:92][N:87]=1)[CH2:19][CH2:18]2. Procedure details: The title compound was prepared in 14% yield from methyl 4-((1R,3aS,5aR,5bR,7aR,11aS,11bR,13aR,13bR)-3a-amino-5a,5b,8,8,11a-pentamethyl-1-(prop-1-en-2-yl)-2,3,3a,4,5,5a,5b,6,7,7a,8,11,11a,11b,12,13,13a,13b-octadecahydro-1H-cyclopenta[a]chrysen-9-yl)benzoate following the same procedure as described for the preparation of 4-((1R,3aS,5aR,5bR,7aR,11aS,11bR,13aR,13bR)-3a-(3-(dimethylamino)propanamido)-5a,5b,8,8,11a-pentamethyl-1-(prop-1-en-2-yl)-2,3,3a,4,5,5a,5b,6,7,7a,8,11,11a,11b,12,13,13a,13b-oct... Reactants: C(CCC)OCCOC1=CC=C(C=C1)C=1C=CC2=C(C=C(CCN2)C(=O)OC)C1 (methyl 7-[4-(2-butoxyethoxy)phenyl]-2,3-dihydro-1H-1-benzazepine-4-carboxylate), C1(CC1)C=O (cyclopropanecarboaldehyde), C(O)([O-])=O.[Na+] (sodium hydrogen carbonate), C(C)(=O)O[BH-](OC(C)=O)OC(C)=O.[Na+] (sodium triacetoxyborohydride). Run in ClCCCl (1,2-dichloroethane), O (water). Reaction conditions: time 8 hour. Yields the product C(CCC)OCCOC1=CC=C(C=C1)C=1C=CC2=C(C=C(CCN2CC2CC2)C(=O)OC)C1 (methyl 7-[4-(2-butoxyethoxy)phenyl]-1-cyclopropylmethyl-2,3-dihydro-1H-1-benzazepine-4-carboxylate). Yield: 99.0%. RXN SMILES: [CH2:1]([O:5][CH2:6][CH2:7][O:8][C:9]1[CH:14]=[CH:13][C:12]([C:15]2[CH:16]=[CH:17][C:18]3[NH:24][CH2:23][CH2:22][C:21]([C:25]([O:27][CH3:28])=[O:26])=[CH:20][C:19]=3[CH:29]=2)=[CH:11][CH:10]=1)[CH2:2][CH2:3][CH3:4].[CH:30]1([CH:33]=O)[CH2:32][CH2:31]1.C(O[BH-](OC(=O)C)OC(=O)C)(=O)C.[Na+].C(=O)([O-])O.[Na+]>ClCCCl.O>[CH2:1]([O:5][CH2:6][CH2:7][O:8][C:9]1[CH:10]=[CH:11][C:12]([C:15]2[CH:16]=[CH:17][C:18]3[N:24]([CH2:33][CH:30]4[CH2:32][CH2:31]4)[CH2:23][CH2:22][C:21]([C:25]([O:27][CH3:28])=[O:26])=[CH:20][C:19]=3[CH:29]=2)=[CH:13][CH:14]=1)[CH2:2][CH2:3][CH3:4] |f:2.3,4.5|. Procedure details: In 1,2-dichloroethane (7 ml) were dissolved methyl 7-[4-(2-butoxyethoxy)phenyl]-2,3-dihydro-1H-1-benzazepine-4-carboxylate (0.4 g) and cyclopropanecarboaldehyde (0.3 g). To the solution was added sodium triacetoxyborohydride (0.43 g), and the mixture was stirred under nitrogen atmosphere at room temperature overnight, poured into water, neutralized with sodium hydrogen carbonate solution and extracted with ethyl acetate. The organic layer was washed with water and saturated brine and dried with ... Starting materials: ClC1=CC=C2C(=CNC2=C1)C(=O)N1CCC2(CC1)OC(C1=C2C=CC(=C1)F)=O (1′-[(6-chloro-1H-indol-3-yl)carbonyl]-5-fluoro-3H-spiro[2-benzofuran-1,4′-piperidin]-3-one), CC1=NOC(=C1)COS(=O)(=O)C (methanesulfonic acid 3-methyl-isoxazol-5-ylmethyl ester). Product: ClC1=CC=C2C(=CN(C2=C1)CC1=CC(=NO1)C)C(=O)N1CCC2(CC1)OC(C1=C2C=CC(=C1)F)=O (1′-({6-Chloro-1-[(3-methylisoxazol-5-yl)methyl]-1H-indol-3-yl}carbonyl)-5-fluoro-3H-spiro[2-benzofuran-1,4′-piperidin]-3-one). Reaction SMILES: [Cl:1][C:2]1[CH:10]=[C:9]2[C:5]([C:6]([C:11]([N:13]3[CH2:18][CH2:17][C:16]4([C:22]5[CH:23]=[CH:24][C:25]([F:27])=[CH:26][C:21]=5[C:20](=[O:28])[O:19]4)[CH2:15][CH2:14]3)=[O:12])=[CH:7][NH:8]2)=[CH:4][CH:3]=1.[CH3:29][C:30]1[CH:34]=[C:33]([CH2:35]OS(C)(=O)=O)[O:32][N:31]=1>>[Cl:1][C:2]1[CH:10]=[C:9]2[C:5]([C:6]([C:11]([N:13]3[CH2:18][CH2:17][C:16]4([C:22]5[CH:23]=[CH:24][C:25]([F:27])=[CH:26][C:21]=5[C:20](=[O:28])[O:19]4)[CH2:15][CH2:14]3)=[O:12])=[CH:7][N:8]2[CH2:35][C:33]2[O:32][N:31]=[C:30]([CH3:29])[CH:34]=2)=[CH:4][CH:3]=1. Procedure details: Following the general procedure III as described above, the alkylation of 1′-[(6-chloro-1H-indol-3-yl)carbonyl]-5-fluoro-3H-spiro[2-benzofuran-1,4′-piperidin]-3-one (prepared according to example 19) with methanesulfonic acid 3-methyl-isoxazol-5-ylmethyl ester (described in Heterocycles, 23(3), 571-83; 1985) gave the title compound. Reactants: ClC=1C(=C(C=2N(N1)C(NN2)=O)C2=CC=C(C=C2)Cl)C2=CC=C(C=C2)Cl (6-chloro-7,8-bis(4-chlorophenyl)-[1,2,4]triazolo[4,3-b]pyridazin-3(2H)-one), Cl (HCl), C1CCOC1 (THF), C[Si]([O-])(C)C.[K+] (potassium trimethylsilanolate). The solvent is O (water). Conditions: temperature 85 celsius, time 1.5 hour. Product: ClC1=CC=C(C=C1)C1=C(C=2N(NC1=O)C(NN2)=O)C2=CC=C(C=C2)Cl (7,8-bis(4-chlorophenyl)-[1,2,4]triazolo[4,3-b]pyridazine-3,6(2H,5H)-dione). The yield is 95.0%. As a reaction SMILES: Cl[C:2]1[C:3]([C:19]2[CH:24]=[CH:23][C:22]([Cl:25])=[CH:21][CH:20]=2)=[C:4]([C:12]2[CH:17]=[CH:16][C:15]([Cl:18])=[CH:14][CH:13]=2)[C:5]2[N:6]([C:8](=[O:11])[NH:9][N:10]=2)[N:7]=1.C1C[O:29]CC1.C[Si](C)(C)[O-].[K+].Cl>O>[Cl:18][C:15]1[CH:14]=[CH:13][C:12]([C:4]2[C:5](=[O:29])[NH:10][N:9]3[C:8](=[O:11])[NH:6][N:7]=[C:2]3[C:3]=2[C:19]2[CH:20]=[CH:21][C:22]([Cl:25])=[CH:23][CH:24]=2)=[CH:17][CH:16]=1 |f:2.3|. Reported procedure: To a r.b. flask was added 6-chloro-7,8-bis(4-chlorophenyl)-[1,2,4]triazolo[4,3-b]pyridazin-3(2H)-one (100 mg, 0.256 mmol), prepared as described in Example 1F, THF (5 ml) and potassium trimethylsilanolate (132 mg, 1.026 mmol). The reaction mixture was stirred at 85° C. for 1.5 hrs. After this time, the solution was cooled to RT and the reaction was diluted with water (25 ml). The pH of the solution was adjusted to 4 with 1N HCl. The resultant solution was extracted with EtOAc (3×20 ml). The comb... The reactants are C(C1=CC=CC=C1)OC1=C(C=C(C=C1)OC)C(F)(F)F (1-benzyloxy-4-methoxy-2-trifluoromethyl-benzene), [H][H] (hydrogen). The reagents and catalysts are [Pd] (palladium). The solvent is C(C)(=O)OCC (ethyl acetate). Yields the product COC1=CC(=C(C=C1)O)C(F)(F)F (4-methoxy-2-trifluoromethyl-phenol). Reaction SMILES: C([O:8][C:9]1[CH:14]=[CH:13][C:12]([O:15][CH3:16])=[CH:11][C:10]=1[C:17]([F:20])([F:19])[F:18])C1C=CC=CC=1.[H][H]>C(OCC)(=O)C.[Pd]>[CH3:16][O:15][C:12]1[CH:13]=[CH:14][C:9]([OH:8])=[C:10]([C:17]([F:18])([F:19])[F:20])[CH:11]=1. Reported procedure: 30 g (106.28 mmol) of 1-benzyloxy-4-methoxy-2-trifluoromethyl-benzene were dissolved in 60 mL ethyl acetate and then combined with 3 g palladium/C 10%. The mixture was shaken at RT and 50 psi hydrogen pressure for 4 h. The reaction mixture was suction filtered through Celite and the filtrate was evaporated down. The residue was purified by chromatography (silica gel, petroleum ether/ethyl acetate). The reactants are ClC=1C=C(C=CC1Cl)[C@@H](CN(C(C1=CC=CC=C1)=O)C)CCN1CCC(CC1)N(CCNC(C(F)(F)F)=O)C(C(F)(F)F)=O ((S)-N-[2-(3,4-Dichlorophenyl)-4-[4-[(2,2,2-trifluoroacetyl)-[2-(2,2,2-trifluoroacetylamino)ethyl]amino]piperidino]butyl]-N-methylbenzamide), FC(C(=O)N(C1CCNCC1)CCCNC(C(F)(F)F)=O)(F)F (4-[(2,2,2-trifluoroacetyl)-[3-(2,2,2-trifluoroacetylamino)propyl]amino]piperidine), ClC=1C=C(C=CC1Cl)C(CN(C(C1=CC=CC=C1)=O)C)CC=O (N-[2-(3,4-dichlorophenyl)-4-oxobutyl]-N-methylbenzamide). Product: CNC(C1=CC=CC=C1)=O (N-methylbenzamide). RXN SMILES: ClC1C=C([C@H](CCN2CCC(N(C(=O)C(F)(F)F)CCNC(=O)C(F)(F)F)CC2)[CH2:10][N:11](C)[C:12](=[O:19])[C:13]2[CH:18]=[CH:17][CH:16]=[CH:15][CH:14]=2)C=CC=1Cl.FC(F)(F)C(N(CCCNC(=O)C(F)(F)F)C1CCNCC1)=O.ClC1C=C(C(CC=O)CN(C)C(=O)C2C=CC=CC=2)C=CC=1Cl>>[CH3:10][NH:11][C:12](=[O:19])[C:13]1[CH:18]=[CH:17][CH:16]=[CH:15][CH:14]=1. Procedure: (S)-N-[2-(3,4-Dichlorophenyl)-4-[4-[(2,2,2-trifluoroacetyl)-[2-(2,2,2-trifluoroacetylamino)ethyl]amino]piperidino]butyl]-N-methylbenzamide. Using the procedure of Example 1, replacing 4-(2-oxo-1,3-oxazolidin-3-yl)piperidine by 4-[(2,2,2-trifluoroacetyl)-[3-(2,2,2-trifluoroacetylamino)propyl]amino]piperidine, and N-[2-(3,4-dichlorophenyl)-4-oxobutyl]-N-methylbenzamide by the (S)-enantiomer, the N-methylbenzamide was obtained; MS: m/z=683(M+1). Reactants: CC(C)[N-]C(C)C, [Li+], O=C1CCCCC1, C1CCOC1, O, N#Cc1ccc(Cc2nc[nH]n2)cc1. Yields the product N#Cc1ccc(C(c2nc[nH]n2)C2(O)CCCCC2)cc1. RXN SMILES: [CH:15]([N-:16][CH:17]([CH3:18])[CH3:19])([CH3:20])[CH3:21].[Li+:22].[O:23]=[C:24]1[CH2:25][CH2:26][CH2:27][CH2:28][CH2:29]1.[O:31]1[CH2:32][CH2:33][CH2:34][CH2:35]1.[OH2:30].[nH:1]1[n:2][c:3]([CH2:6][c:7]2[cH:8][cH:9][c:10]([C:11]#[N:12])[cH:13][cH:14]2)[n:4][cH:5]1>>[nH:1]1[n:2][c:3]([CH:6]([c:7]2[cH:8][cH:9][c:10]([C:11]#[N:12])[cH:13][cH:14]2)[C:24]2([OH:23])[CH2:25][CH2:26][CH2:27][CH2:28][CH2:29]2)[n:4][cH:5]1.